Dataset: the Open Reaction Database (ORD), a public repository of structured organic reaction records. Task: describe an organic reaction: reactants, conditions, products, and yield Reported procedure: To a 50 ml round bottom flask was added; methyl 6-bromo-1-isopropyl-3-methyl-1H-indole-4-carboxylate (150 mg, 0.484 mmol), PdC12(dppf)-CH2Cl2 adduct (39.5 mg, 0.048 mmol) and 1,4-Dioxane (4836 μl) followed with 4-(tributylstannyl)pyridazine (179 mg, 0.484 mmol) and a magnetic stir bar. The flask was equipped with a reflux condenser and an exhaust bubbler and heated to 105° C. The reaction solution changed to a dark brown at 30 minutes. LCMS (105 C-3 h) showed the reaction to be complete. The rea... The reactants are BrC=1C=C(C=2C(=CN(C2C1)C(C)C)C)C(=O)OC (methyl 6-bromo-1-isopropyl-3-methyl-1H-indole-4-carboxylate), C(CCC)[Sn](C1=CN=NC=C1)(CCCC)CCCC (4-(tributylstannyl)pyridazine). Reagents/catalysts: C1=CC=C(C=C1)P([C-]2C=CC=C2)C3=CC=CC=C3.C1=CC=C(C=C1)P([C-]2C=CC=C2)C3=CC=CC=C3.Cl[Pd]Cl.[Fe+2].C(Cl)Cl (PdC12(dppf) CH2Cl2). The solvent is O1CCOCC1 (1,4-Dioxane). As a reaction SMILES: Br[C:2]1[CH:3]=[C:4]([C:15]([O:17][CH3:18])=[O:16])[C:5]2[C:6]([CH3:14])=[CH:7][N:8]([CH:11]([CH3:13])[CH3:12])[C:9]=2[CH:10]=1.C([Sn](CCCC)(CCCC)[C:24]1[CH:29]=[CH:28][N:27]=[N:26][CH:25]=1)CCC>C1C=CC(P(C2C=CC=CC=2)[C-]2C=CC=C2)=CC=1.C1C=CC(P(C2C=CC=CC=2)[C-]2C=CC=C2)=CC=1.Cl[Pd]Cl.[Fe+2].C(Cl)Cl.O1CCOCC1>[CH:11]([N:8]1[C:9]2[CH:10]=[C:2]([C:24]3[CH:29]=[CH:28][N:27]=[N:26][CH:25]=3)[CH:3]=[C:4]([C:15]([O:17][CH3:18])=[O:16])[C:5]=2[C:6]([CH3:14])=[CH:7]1)([CH3:13])[CH3:12] |f:2.3.4.5.6|. The product is C(C)(C)N1C=C(C=2C(=CC(=CC12)C1=CN=NC=C1)C(=O)OC)C (methyl 1-isopropyl-3-methyl-6-(pyridazin-4-yl)-1H-indole-4-carboxylate). Run at temperature 105 celsius. Reactants: C1(=CC=CC=C1)C1=NOC(=C1)CCCCO (4-(3-phenyl-5-isoxazolyl)-1-butanol), pale yellow oil, ON=C(CC1=CC=CC=C1)Cl (N-hydroxy-2-phenylethanimidoyl chloride), C(CCC#C)O (4-pentyn-1-ol). The product is C1(=CC=CC=C1)CC1=NOC(=C1)CCCO (3-[3-(Phenylmethyl)-5-isoxazolyl]-1-propanol). RXN SMILES: [C:1]1([C:7]2[CH:11]=[C:10](CCCCO)[O:9]N=2)C=CC=C[CH:2]=1.[OH:17][N:18]=[C:19](Cl)[CH2:20][C:21]1[CH:26]=[CH:25][CH:24]=[CH:23][CH:22]=1.C(O)CCC#C>>[C:21]1([CH2:20][C:19]2[CH:2]=[C:1]([CH2:7][CH2:11][CH2:10][OH:9])[O:17][N:18]=2)[CH:26]=[CH:25][CH:24]=[CH:23][CH:22]=1. Procedure: Synthesised as with 4-(3-phenyl-5-isoxazolyl)-1-butanol, using N-hydroxy-2-phenylethanimidoyl chloride (253 mg, 1.5 mmol) and 4-pentyn-1-ol (139 mg, 1.65 mmol). Yield 61 mg of pale yellow oil. The reactants are CCOC(=O)CNCCNC(=O)OC(C)(C)C, ClCCl, C(=NC1CCCCC1)=NC1CCCCC1, CN(C)C=O, Cc1cn(CCC(=O)O)c(=O)[nH]c1=O. Product: CCOC(=O)CN(CCNC(=O)OC(C)(C)C)C(=O)CCn1cc(C)c(=O)[nH]c1=O. As a reaction SMILES: [CH2:1]([CH3:2])[O:3][C:4]([CH2:5][NH:6][CH2:7][CH2:8][NH:9][C:10](=[O:11])[O:12][C:13]([CH3:14])([CH3:15])[CH3:16])=[O:17].[CH2:32]([Cl:33])[Cl:34].[CH:35]1([N:36]=[C:37]=[N:38][CH:39]2[CH2:40][CH2:41][CH2:42][CH2:43][CH2:44]2)[CH2:45][CH2:46][CH2:47][CH2:48][CH2:49]1.[O:50]=[CH:51][N:52]([CH3:53])[CH3:54].[n:18]1([CH2:27][CH2:28][C:29](=[O:30])[OH:31])[c:19](=[O:20])[nH:21][c:22](=[O:23])[c:24]([CH3:25])[cH:26]1>>[CH2:1]([CH3:2])[O:3][C:4]([CH2:5][N:6]([CH2:7][CH2:8][NH:9][C:10](=[O:11])[O:12][C:13]([CH3:14])([CH3:15])[CH3:16])[C:29]([CH2:28][CH2:27][n:18]1[c:19](=[O:20])[nH:21][c:22](=[O:23])[c:24]([CH3:25])[cH:26]1)=[O:30])=[O:17]. The reactants are solid, Cl.O1COC2=C1C=CC=C2C2CCN(CC2)CC[C@@H]2CC[C@H](CC2)N (Trans-4-[2-(4-Benzo[1,3]dioxol-4-yl-piperidin-1-yl)-ethyl]-cyclohexylamine hydrochloride), Cl.O1COC2=C1C=CC=C2C2CCN(CC2)CC[C@@H]2CC[C@H](CC2)N (Trans-4-[2-(4-Benzo[1,3]dioxol-4-yl-piperidin-1-yl)-ethyl]-cyclohexylamine hydrochloride), O1[C@H](CCCC1)CC(=O)O ((R)-2-(tetrahydro-2H-pyran-2-yl)acetic acid). The product is O1COC2=C1C=CC=C2C2CCN(CC2)CC[C@@H]2CC[C@H](CC2)NC(C[C@@H]2OCCCC2)=O (Trans-N-{4-[2-(4-Benzo[1,3]dioxol-4-yl-piperidin-1-yl)-ethyl]-cyclohexyl}-2-(R)-tetrahydro-pyran-2-yl-acetamide). RXN SMILES: Cl.[O:2]1[C:6]2[CH:7]=[CH:8][CH:9]=[C:10]([CH:11]3[CH2:16][CH2:15][N:14]([CH2:17][CH2:18][C@H:19]4[CH2:24][CH2:23][C@H:22]([NH2:25])[CH2:21][CH2:20]4)[CH2:13][CH2:12]3)[C:5]=2[O:4][CH2:3]1.[O:26]1[CH2:31][CH2:30][CH2:29][CH2:28][C@@H:27]1[CH2:32][C:33](O)=[O:34]>>[O:2]1[C:6]2[CH:7]=[CH:8][CH:9]=[C:10]([CH:11]3[CH2:16][CH2:15][N:14]([CH2:17][CH2:18][C@H:19]4[CH2:20][CH2:21][C@H:22]([NH:25][C:33](=[O:34])[CH2:32][C@H:27]5[CH2:28][CH2:29][CH2:30][CH2:31][O:26]5)[CH2:23][CH2:24]4)[CH2:13][CH2:12]3)[C:5]=2[O:4][CH2:3]1 |f:0.1|. Procedure: The title compound, white solid (20.9 mg, 65.4%), MS (ISP) m/z=457.3[(M+H)+], was prepared in accordance with the general method of example 1 from Trans-4-[2-(4-Benzo[1,3]dioxol-4-yl-piperidin-1-yl)-ethyl]-cyclohexylamine hydrochloride (intermediate A) (25.7 mg, 0.070 mmol) and (R)-2-(tetrahydro-2H-pyran-2-yl)acetic acid Starting materials: COC(=O)C1(C(CCC1)=O)CCC1=C(C=C(C=C1)C(C)(C)C)C(C)(C)C (methyl1-[2-[2,4-bis(1,1-dimethylethyl)phenyl]ethyl]-2-oxocyclopentanecarboxylate), Cl (hydrochloric acid). Solvent: C(C)(=O)O (acetic acid). Product: CC(C)(C)C1=C(C=CC(=C1)C(C)(C)C)CCC1C(CCC1)=O (2-[2,4-bis(1,1-dimethylethyl)phenyl -ethyl]cyclopentanone). As a reaction SMILES: COC([C:5]1([CH2:11][CH2:12][C:13]2[CH:18]=[CH:17][C:16]([C:19]([CH3:22])([CH3:21])[CH3:20])=[CH:15][C:14]=2[C:23]([CH3:26])([CH3:25])[CH3:24])[CH2:9][CH2:8][CH2:7][C:6]1=[O:10])=O.Cl>C(O)(=O)C>[CH3:26][C:23]([C:14]1[CH:15]=[C:16]([C:19]([CH3:20])([CH3:21])[CH3:22])[CH:17]=[CH:18][C:13]=1[CH2:12][CH2:11][CH:5]1[CH2:9][CH2:8][CH2:7][C:6]1=[O:10])([CH3:24])[CH3:25]. Procedure details: To a solution of 944 mg (2.74 mmoles) of the title product of Example 12 in 20 ml of acetic acid is added 20 ml of concentrated hydrochloric acid. The mixture is stirred at reflux for 6 hours and then cooled to room temperature. After azeotropic distillation of most of the acetic acid with toluene, water is added and the mixture is extracted first with 50/50 diethyl ether/toluene, and then further extracted twice with toluene. The combined organic extracts are washed with aqueous sodium bicarbon... The reactants are [OH-].[Na+] (NaOH), C1COC=2C=3C1C1=C(CCN(CC1)C(=O)OC(C)(C)C)C3C=CC2 (Tert-butyl 1,7,8,10,11,11b-hexahydropyrano[4′,3′,2′:3,4]indeno[1,2-d]azepine-9(2H)-carboxylate), Cl (HCl), [BH3-]C#N.[Na+] (NaCNBH3). Solvent: C(=O)(C(F)(F)F)O (TFA). Reaction conditions: temperature 0 celsius, time 1 hour. Product: C1COC=2C=CC=C3C4C(N1C23)CCNCC4 (1,2,7,8,9,10,11,11a-octahydro-6bH-azepino[4,5-b][1,4]oxazino[2,3,4-hi]indole). The yield is 112.4%. RXN SMILES: [CH2:1]1C2[C:7]3[CH2:13][CH2:12][N:11](C(OC(C)(C)C)=O)[CH2:10][CH2:9][C:8]=3[C:21]3[CH:22]=[CH:23][CH:24]=[C:4]([C:5]=32)[O:3][CH2:2]1.[BH3-]C#[N:27].[Na+].Cl.[OH-].[Na+]>C(O)(C(F)(F)F)=O>[CH2:1]1[N:27]2[C:5]3[C:21]([CH:8]4[CH2:9][CH2:10][NH:11][CH2:12][CH2:13][CH:7]42)=[CH:22][CH:23]=[CH:24][C:4]=3[O:3][CH2:2]1 |f:1.2,4.5|. Procedure details: Tert-butyl 1,7,8,10,11,11b-hexahydropyrano[4′,3′,2′:3,4]indeno[1,2-d]azepine-9(2H)-carboxylate (407 mg, 1.24 mmol) was dissolved in TFA (10 mL). This solution was cooled to 0° C., and NaCNBH3 (234 mg, 3.72 mmol) was added in small portions. The reaction was stirred at 0° C. for 1 hr. Conc. HCl (5 mL) was added to the reaction flask, and then the mixture was refluxed at 50° C. for 30 min. The reaction was re-cooled to 0° C., and ice chips were added. The solution was basified with 50% NaOH until ...